This data is from the Open Reaction Database (ORD), a public repository of structured organic reaction records. The task is: describe an organic reaction: reactants, conditions, products, and yield Starting materials: ON=C(C1=CN=CC=C1)N (N′-hydroxynicotinimidamide), FC=1C=C(C(=O)O)C=CC1F (3,4-difluorobenzoic acid), N (NH3). Product: FC=1C=C(C=CC1F)C1=NC(=NO1)C=1C=NC=CC1 (5-(3,4-difluorophenyl)-3-(pyridin-3-yl)-1,2,4-oxadiazole). Reaction SMILES: [OH:1][N:2]=[C:3]([NH2:10])[C:4]1[CH:9]=[CH:8][CH:7]=[N:6][CH:5]=1.[F:11][C:12]1[CH:13]=[C:14]([CH:18]=[CH:19][C:20]=1[F:21])[C:15](O)=O.N>>[F:11][C:12]1[CH:13]=[C:14]([C:15]2[O:1][N:2]=[C:3]([C:4]3[CH:5]=[N:6][CH:7]=[CH:8][CH:9]=3)[N:10]=2)[CH:18]=[CH:19][C:20]=1[F:21]. Procedure details: The title compound was prepared according to the procedure of Example 8 using N′-hydroxynicotinimidamide (Aldrich) and 3,4-difluorobenzoic acid (Aldrich). 1H NMR (300 MHz, CD3OD) δ 7.52-7.67 (m, 2 H), 8.12 (ddd, J=8.7, 4.3, 1.5 Hz, 1 H), 8.19 (ddd, J=10.8, 7.5, 2.0 Hz, 1 H), 8.55 (dt, J=8.1, 1.9 Hz, 1 H), 8.74 (dd, J=5.1, 1.7 Hz, 1 H), 9.29 (dd, J=2.0, 0.7 Hz, 1 H) ppm; MS (DCI/NH3) m/z 260 (M+H)+. Starting materials: ClC1=NC(=C(C=C1C#N)F)Cl (2,6-dichloro-3-cyano-5-fluoropyridine), C(C)(C)(C)N (t-butylamine). Solvent: C(C)#N (acetonitrile). Run at time 8 hour. Yields the product C(C)(C)(C)NC1=C(C=C(C(=N1)Cl)C#N)F (6-t-butylamino-2-chloro-3-cyano-5-fluoropyridine). Yield: 66.2%. Reaction SMILES: [Cl:1][C:2]1[C:7]([C:8]#[N:9])=[CH:6][C:5]([F:10])=[C:4](Cl)[N:3]=1.[C:12]([NH2:16])([CH3:15])([CH3:14])[CH3:13]>C(#N)C>[C:12]([NH:16][C:4]1[N:3]=[C:2]([Cl:1])[C:7]([C:8]#[N:9])=[CH:6][C:5]=1[F:10])([CH3:15])([CH3:14])[CH3:13]. Reported procedure: To a solution of 7.6 g of 2,6-dichloro-3-cyano-5-fluoropyridine in 40 ml acetonitrile was added 8.8 g of t-butylamine, and the mixture was stirred overnight at room temperature. The solvent was distilled off the reaction solution. The residue was separated by adding methylene chloride and water. The organic layer was dried over magnesium sulfate, and the solvent was distilled off to obtain 6 g of the title compound as a pale yellow powder. Starting materials: NC1[C@@H]2N(C(=C(CS2)C(CCC(N)=O)SC2=NN=NN2)C(=O)O)C1=O (7-amino-3-[1-(2-carbamoylethyl)tetrazol-5-ylthiomethyl]-3-cephem-4-carboxylic acid), CN(C=O)C (dimethylformamide), ester, FC(F)(F)SCC(=O)O (trifluoromethylmercaptoacetic acid). Solvent: C(C)N(CC)CC (triethylamine). Yields the product FC(F)(F)SCC(=O)NC1[C@@H]2N(C(=C(CS2)C(CCC(N)=O)SC2=NN=NN2)C(=O)O)C1=O (7-Trifluoromethylmercaptoacetamido-3-[1-(2-carbamoylethyl)tetrazol-5-ylthiomethyl]-3-cephem-4-carboxylic acid). RXN SMILES: [NH2:1][CH:2]1[C:24](=[O:25])[N:4]2[C:5]([C:21]([OH:23])=[O:22])=[C:6]([CH:9]([S:15][C:16]3[NH:20][N:19]=[N:18][N:17]=3)[CH2:10][CH2:11][C:12](=[O:14])[NH2:13])[CH2:7][S:8][C@H:3]12.CN(C)C=O.[F:31][C:32]([S:35][CH2:36][C:37](O)=[O:38])([F:34])[F:33]>C(N(CC)CC)C>[F:31][C:32]([S:35][CH2:36][C:37]([NH:1][CH:2]1[C:24](=[O:25])[N:4]2[C:5]([C:21]([OH:23])=[O:22])=[C:6]([CH:9]([S:15][C:16]3[NH:17][N:18]=[N:19][N:20]=3)[CH2:10][CH2:11][C:12](=[O:14])[NH2:13])[CH2:7][S:8][C@H:3]12)=[O:38])([F:34])[F:33]. Reported procedure: A suspension of 3.85 g. (0.01 mol.) of 7-amino-3-[1-(2-carbamoylethyl)tetrazol-5-ylthiomethyl]-3-cephem-4-carboxylic acid in 50 ml. of dry dimethylformamide was treated with 2 ml. of triethylamine and the mixture was stirred for 15 minutes at 25°. The activated ester of trifluoromethylmercaptoacetic acid (2.57 g., 0.016 mol.) was added to the mixture and it was stirred an additional hour. The reaction mixture was evaporated to dryness and water and ethyl acetate were added to the residue. The la... The reactants are OC1=CC=NN1C1=NC=CC(=C1)C#N (2-(5-hydroxy-1H-pyrazol-1-yl)pyridine-4-carbonitrile), FC=1C=C2CCC(C2=CC1)O (5-fluoro-2,3-dihydro-1H-inden-1-ol). Product: FC=1C=C2CCC(C2=CC1)OC1=CC=NN1C1=NC=CC(=C1)C#N (2-[5-[(5-fluoro-2,3-dihydro-1H-inden-1-yl)oxy]pyrazol-1-yl]pyridine-4-carbonitrile). RXN SMILES: [OH:1][C:2]1[N:6]([C:7]2[CH:12]=[C:11]([C:13]#[N:14])[CH:10]=[CH:9][N:8]=2)[N:5]=[CH:4][CH:3]=1.[F:15][C:16]1[CH:17]=[C:18]2[C:22](=[CH:23][CH:24]=1)[CH:21](O)[CH2:20][CH2:19]2>>[F:15][C:16]1[CH:17]=[C:18]2[C:22](=[CH:23][CH:24]=1)[CH:21]([O:1][C:2]1[N:6]([C:7]3[CH:12]=[C:11]([C:13]#[N:14])[CH:10]=[CH:9][N:8]=3)[N:5]=[CH:4][CH:3]=1)[CH2:20][CH2:19]2. Procedure: The title compound was prepared from 2-(5-hydroxy-1H-pyrazol-1-yl)pyridine-4-carbonitrile and 5-fluoro-2,3-dihydro-1H-inden-1-ol according to the procedure for the preparation of Example 39, part C. 1H NMR (400 MHz, CDCl3): δ 2.39-2.46 (1H, m), 2.59-2.64 (1H, m), 2.90-2.98 (1H, m), 3.13-3.20 (1H, m), 5.72-5.75 (1H, m), 5.84 (1H, d, J=1.6 Hz), 6.89-6.94 (1H, m), 6.98 (1H, d, J=8.8 Hz), 7.34-7.37 (2H, m), 7.62 (1H, d, J=1.6 Hz), 7.86 (1H, s), 8.64 (1H, d, J=4.8 Hz). [M+H] Calc'd for C18H13FN4O, 32... Starting materials: O=C(O)CN1C(=O)COc2cc(Br)c(Br)cc21, CN(CC(=O)O)c1ccc(Cl)c(Cl)c1, CNC(CN1CCCC1)c1ccc(-c2ccccc2)cc1, CNC(CN1CCOCC1)c1ccc(-c2ccccc2)cc1. Product: CN(C(=O)CN1C(=O)COc2cc(Br)c(Br)cc21)C(CN1CCOCC1)c1ccc(-c2ccccc2)cc1. As a reaction SMILES: [Br:15][c:16]1[c:17]([Br:31])[cH:18][c:19]2[c:20]([cH:30]1)[N:21]([CH2:26][C:27](=[O:28])[OH:29])[C:22](=[O:25])[CH2:23][O:24]2.[Cl:1][c:2]1[cH:3][c:4]([N:5]([CH3:6])[CH2:7][C:8]([OH:9])=[O:10])[cH:11][cH:12][c:13]1[Cl:14].[c:32]1(-[c:33]2[cH:34][cH:35][cH:36][cH:37][cH:38]2)[cH:39][cH:40][c:41]([CH:42]([NH:43][CH3:44])[CH2:45][N:46]2[CH2:47][CH2:48][CH2:49][CH2:50]2)[cH:51][cH:52]1.[c:53]1(-[c:69]2[cH:70][cH:71][cH:72][cH:73][cH:74]2)[cH:54][cH:55][c:56]([CH:59]([CH2:60][N:61]2[CH2:62][CH2:63][O:64][CH2:65][CH2:66]2)[NH:67][CH3:68])[cH:57][cH:58]1>>[Br:15][c:16]1[c:17]([Br:31])[cH:18][c:19]2[c:20]([cH:30]1)[N:21]([CH2:26][C:27](=[O:29])[N:67]([CH:59]([c:56]1[cH:55][cH:54][c:53](-[c:69]3[cH:70][cH:71][cH:72][cH:73][cH:74]3)[cH:58][cH:57]1)[CH2:60][N:61]1[CH2:62][CH2:63][O:64][CH2:65][CH2:66]1)[CH3:68])[C:22](=[O:25])[CH2:23][O:24]2. The yield is 79.3%. The product is ClC=1N=C(NC1CC)C(=O)NC1=CC=C(C=C1)C=1OC(=C(N1)C(=O)O)C (2-(4-{[(4-Chloro-5-ethyl-1H-imidazol-2-yl)carbonyl]amino}phenyl)-5-methyl-1,3-oxazole-4-carboxylic acid). As a reaction SMILES: [Cl:1][C:2]1[N:3]=[C:4]([C:9]([NH:11][C:12]2[CH:17]=[CH:16][C:15]([C:18]3[O:19][C:20]([CH3:27])=[C:21]([C:23]([O:25]C)=[O:24])[N:22]=3)=[CH:14][CH:13]=2)=[O:10])[NH:5][C:6]=1[CH2:7][CH3:8].[OH-].[Li+].CO>O1CCCC1>[Cl:1][C:2]1[N:3]=[C:4]([C:9]([NH:11][C:12]2[CH:17]=[CH:16][C:15]([C:18]3[O:19][C:20]([CH3:27])=[C:21]([C:23]([OH:25])=[O:24])[N:22]=3)=[CH:14][CH:13]=2)=[O:10])[NH:5][C:6]=1[CH2:7][CH3:8] |f:1.2|. Procedure details: The same operation as in Example (91d) was performed using methyl 2-(4-{[(4-chloro-5-ethyl-1H-imidazol-2-yl)carbonyl]amino}phenyl)-5-methyl-1,3-oxazole-4-carboxylate obtained in Example (97e) (0.14 g, 0.36 mmol), 2 N lithium hydroxide (2 mL, 4 mmol), methanol (3 mL) and tetrahydrofuran (5 mL), to obtain 107 mg of the title compound as a light pink solid (79%). Starting materials: ClC=1N=C(NC1CC)C(=O)NC1=CC=C(C=C1)C=1OC(=C(N1)C(=O)OC)C (Methyl 2-(4-{[(4-chloro-5-ethyl-1H-imidazol-2-yl)carbonyl]amino}phenyl)-5-methyl-1,3-oxazole-4-carboxylate), [OH-].[Li+] (lithium hydroxide), CO (methanol). Solvent: O1CCCC1 (tetrahydrofuran).